This data is from the Open Reaction Database (ORD), a public repository of structured organic reaction records. The task is: describe an organic reaction: reactants, conditions, products, and yield RXN SMILES: FC(F)(F)S([O:6][S:7]([C:10]([F:13])([F:12])[F:11])(=[O:9])=[O:8])(=O)=O.[F:16][C:17]([F:26])([F:25])[C:18]1[CH:23]=[CH:22][C:21](O)=[CH:20][CH:19]=1>ClCCl.N1C=CC=CC=1>[F:13][C:10]([F:11])([F:12])[S:7]([O:6][C:21]1[CH:22]=[CH:23][C:18]([C:17]([F:26])([F:25])[F:16])=[CH:19][CH:20]=1)(=[O:8])=[O:9]. Run at time 1 hour. Starting materials: FC(S(=O)(=O)OS(=O)(=O)C(F)(F)F)(F)F (trifluoromethanesulphonic anhydride), FC(C1=CC=C(C=C1)O)(F)F (4-(trifluoromethyl)phenol). Procedure: A solution of trifluoromethanesulphonic anhydride (1.0 g) in dichloromethane (2 ml) was added dropwise to a solution of 4-(trifluoromethyl)phenol (0.5 g) in dichloromethane (10 ml) and pyridine (0.5 ml) at 0° under nitrogen. The resulting suspension was stirred for 1 h at room temperature, diluted with dichloromethane (20 ml) and washed with aqueous sodium carbonate (2N; 20 ml). The dried organic phase was evaporated and the residue was purified by FCC eluting with ether to give the title compou... The product is FC(S(=O)(=O)OC1=CC=C(C=C1)C(F)(F)F)(F)F (4-(Trifluoromethyl)phenyl trifluoromethanesulphonate). Solvent: ClCCl (dichloromethane), ClCCl (dichloromethane), N1=CC=CC=C1 (pyridine), ClCCl (dichloromethane). Yield: 78.3%.